describe an organic reaction: reactants, conditions, products, and yield From a dataset of the Open Reaction Database (ORD), a public repository of structured organic reaction records. Starting materials: CCCC[N+](CCCC)(CCCC)CCCC, ClCCl, O=S(=O)(Oc1cc(O)ccn1)C(F)(F)F, O=S(=O)(Cl)CCCC(F)(F)F, [OH-], O. Product: O=S(=O)(CCCC(F)(F)F)Oc1ccnc(OS(=O)(=O)C(F)(F)F)c1. As a reaction SMILES: [CH2:17]([N+:18]([CH2:19][CH2:20][CH2:21][CH3:22])([CH2:23][CH2:24][CH2:25][CH3:26])[CH2:27][CH2:28][CH2:29][CH3:30])[CH2:31][CH2:32][CH3:33].[Cl:45][CH2:46][Cl:47].[F:1][C:2]([S:3](=[O:4])(=[O:5])[O:6][c:7]1[n:8][cH:9][cH:10][c:11]([OH:13])[cH:12]1)([F:14])[F:15].[F:34][C:35]([CH2:36][CH2:37][CH2:38][S:39](=[O:40])(=[O:41])[Cl:42])([F:43])[F:44].[OH-:16].[OH2:48]>>[F:1][C:2]([S:3](=[O:4])(=[O:5])[O:6][c:7]1[n:8][cH:9][cH:10][c:11]([O:13][S:39]([CH2:38][CH2:37][CH2:36][C:35]([F:34])([F:43])[F:44])(=[O:40])=[O:41])[cH:12]1)([F:14])[F:15].